From a dataset of the Open Reaction Database (ORD), a public repository of structured organic reaction records. describe an organic reaction: reactants, conditions, products, and yield Starting materials: COC=1C=C(C=CC1)NC1=NC=CC(=N1)C=1C(=NNC1)C1=CC=C(C=C1)C(F)(F)F ((3-Methoxy-phenyl)-{4-[3-(4trifluoromethyl-phenyl)-1H-pyrazol-4-yl]-pyrimidin-2-yl}-amine), CO (methanol). The product is COC=1C=C(C=CC1)NC1=NC=CC(=N1)C=1C(=NN(C1)C)C1=CC=C(C=C1)C(F)(F)F ((3-Methoxy-phenyl)-{4-[1-methyl-3-(4-trifluoromethyl-phenyl)-1H-pyrazol-4-yl]-pyrimidin-2-yl}-amine). RXN SMILES: [CH3:1][O:2][C:3]1[CH:4]=[C:5]([NH:9][C:10]2[N:15]=[C:14]([C:16]3[C:17]([C:21]4[CH:26]=[CH:25][C:24]([C:27]([F:30])([F:29])[F:28])=[CH:23][CH:22]=4)=[N:18][NH:19][CH:20]=3)[CH:13]=[CH:12][N:11]=2)[CH:6]=[CH:7][CH:8]=1.[CH3:31]O>>[CH3:1][O:2][C:3]1[CH:4]=[C:5]([NH:9][C:10]2[N:15]=[C:14]([C:16]3[C:17]([C:21]4[CH:26]=[CH:25][C:24]([C:27]([F:30])([F:28])[F:29])=[CH:23][CH:22]=4)=[N:18][N:19]([CH3:31])[CH:20]=3)[CH:13]=[CH:12][N:11]=2)[CH:6]=[CH:7][CH:8]=1. Procedure: The title compound is prepared as described in Example 55 starting from (3-methoxy-phenyl)-{4-[3-(4-trifluoromethyl-phenyl)-1H-pyrazol-4yl]-pyrimidin-2-yl}-amine (Example 87) and using methanol instead. Reactants: ClC1=NC=CC(=N1)C=1C(=NC=CC1)C1=CC(=C(C=C1)F)C (2-chloro-4-(2-(4-fluoro-3-methylphenyl)pyridin-3-yl)pyrimidine), N (Ammonia), O1CCOCC1 (1,4-dioxane). The solvent is O (water). Reaction conditions: temperature 60 celsius, time 12 hour. Yields the product FC1=C(C=C(C=C1)C1=NC=CC=C1C1=NC(=NC=C1)N)C (4-(2-(4-fluoro-3-methylphenyl)pyridin-3-yl)pyrimidin-2-amine). Reaction SMILES: Cl[C:2]1[N:7]=[C:6]([C:8]2[C:9]([C:14]3[CH:19]=[CH:18][C:17]([F:20])=[C:16]([CH3:21])[CH:15]=3)=[N:10][CH:11]=[CH:12][CH:13]=2)[CH:5]=[CH:4][N:3]=1.[NH3:22].O1CCOCC1>O>[F:20][C:17]1[CH:18]=[CH:19][C:14]([C:9]2[C:8]([C:6]3[CH:5]=[CH:4][N:3]=[C:2]([NH2:22])[N:7]=3)=[CH:13][CH:12]=[CH:11][N:10]=2)=[CH:15][C:16]=1[CH3:21]. Reported procedure: 4-(2-(4-Fluoro-3-methylphenyl)pyridin-3-yl)pyrimidin-2-amine (Compound 919) was prepared as follows: A screw capped vial was charged with 2-chloro-4-(2-(4-fluoro-3-methylphenyl)pyridin-3-yl)pyrimidine (125 mg), 28% aq. Ammonia (3 mL), 1,4-dioxane (3 mL) and a stir bar. The vial was capped tightly, heated and stirred at 60° C. for 12 h. The heterogeneous solution was cooled to room temperature, diluted with water, filtered. The solid (90 mg) was suspended in 50% EtOAc/hexanes, stirred and heated ... Reaction SMILES: [CH3:18][OH:19].[CH:1]1([C:6]([CH2:7][C:8](=[O:9])[O:10][CH2:11][CH3:12])([CH:13]=[CH2:14])[OH:15])[CH2:2][CH2:3][CH2:4][CH2:5]1.[Na+:17].[OH-:16].[OH2:20]>>[CH:1]1([C:6]([CH2:7][C:8](=[O:9])[OH:10])([CH:13]=[CH2:14])[OH:15])[CH2:2][CH2:3][CH2:4][CH2:5]1. Starting materials: CO, C=CC(O)(CC(=O)OCC)C1CCCC1, [Na+], [OH-], O. Product: C=CC(O)(CC(=O)O)C1CCCC1. The reactants are ( 35 ), Cl.FC1=CC=C(C=C1)C=1C(CN(CC1)C)CO ((+)-4-(4-fluorophenyl)-3-hydroxymethyl-1-methyl-1,2,3,6-tetrahydropyridine hydrochoride), [H][H] (hydrogen), [H][H] (hydrogen). Reagents/catalysts: [Pd] (Pd). The solvent is C(C)O (ethanol). The product is Cl.FC1=CC=C(C=C1)[C@@H]1[C@@H](CN(CC1)C)CO ((-)-cis-4-(4-fluorophenyl)-3-hydroxymethyl-1-methylpiperidine hydrochloride). Reaction SMILES: [ClH:1].[F:2][C:3]1[CH:8]=[CH:7][C:6]([C:9]2[CH:10]([CH2:16][OH:17])[CH2:11][N:12]([CH3:15])[CH2:13][CH:14]=2)=[CH:5][CH:4]=1.[H][H]>C(O)C.[Pd]>[ClH:1].[F:2][C:3]1[CH:8]=[CH:7][C:6]([C@H:9]2[CH2:14][CH2:13][N:12]([CH3:15])[CH2:11][C@H:10]2[CH2:16][OH:17])=[CH:5][CH:4]=1 |f:0.1,5.6|. Procedure: Thirty-five (35) g of (+)-4-(4-fluorophenyl)-3-hydroxymethyl-1-methyl-1,2,3,6-tetrahydropyridine hydrochoride and 5.5 g of Pd-catalyst (5% Pd on charcoal) are mixed in 2900 ml of 99% ethanol. The mixture is reduced at room temperature under one atmosphere of hydrogen pressure over a period of six hours, taking up 3250 ml of hydrogen. The reaction mixture is filtered and the filtrate is evaporated. The residue is washed with ether to give 33.5 g of the title compound. M.p. 158°-159° C. The reactants are ClC1=NC=CC=C1C(=O)N(C)CC1(CCN(CC1)C)O (2-chloro-N-(4-hydroxy-1-methyl-4-piperidinylmethyl)-N-methyl-3-pyridinecarboxamide), [H-].[Na+] (sodium hydride), [OH-].[Na+] (sodium hydroxide). The solvent is CS(=O)C (dimethylsulfoxide). Run at temperature 70 celsius. Yields the product CN1CCC2(OC3=C(C(N(C2)C)=O)C=CC=N3)CC1 (1,4'-Dimethylspiro[piperidine-4,2'(3'H)-pyrido[3,2-f]-1,4-oxazepin]-5'(4'H)-one). Reaction SMILES: [H-].[Na+].Cl[C:4]1[C:9]([C:10]([N:12]([CH2:14][C:15]2([OH:22])[CH2:20][CH2:19][N:18]([CH3:21])[CH2:17][CH2:16]2)[CH3:13])=[O:11])=[CH:8][CH:7]=[CH:6][N:5]=1.[OH-].[Na+]>CS(C)=O>[CH3:21][N:18]1[CH2:19][CH2:20][C:15]2([CH2:14][N:12]([CH3:13])[C:10](=[O:11])[C:9]3[CH:8]=[CH:7][CH:6]=[N:5][C:4]=3[O:22]2)[CH2:16][CH2:17]1 |f:0.1,3.4|. Procedure details: To a stirred suspension of 6.7 g (0.168 mole) of 60% sodium hydride/mineral oil in 500 ml of dimethylsulfoxide was added 50 g (0.168 mole) of 2-chloro-N-(4-hydroxy-1-methyl-4-piperidinylmethyl)-N-methyl-3-pyridinecarboxamide and the mixture was heated to 70° C. for 20 hr. An equal volume of dilute sodium hydroxide was added and the solution was extracted twice with methylene chloride. The combined methylene chloride solution was extracted 3 times with water followed by 3 extractions with dilute ... Reactants: C1=CC=CC=CCCCCCC1 (cyclododecatriene), CO (methanol), O=[O+][O-] (ozone), O=[O+][O-].O=O (O3 O2), O=[O+][O-] (O3). Run at temperature -20 celsius. Product: C(CCCCCCCCCCC=O)=O (dodecanedial), acetals. RXN SMILES: [CH:1]1C[CH2:11][CH2:10][CH2:9][CH2:8][CH2:7][CH:6]=[CH:5][CH:4]=[CH:3][CH:2]=1.[O:13]=[O+][O-].O=O.O=[O+][O-].[CH3:21][OH:22]>>[CH:1](=[O:13])[CH2:2][CH2:3][CH2:4][CH2:5][CH2:6][CH2:7][CH2:8][CH2:9][CH2:10][CH2:11][CH:21]=[O:22] |f:1.2|. Procedure: 162.3 g (1 mol) of cyclododecatriene (purity 95%) were dissolved in 1500 ml of methanol, the solution was cooled to -20° C., and an O3 /O2 mixture containing 4% by weight of O3 was passed in until 0.33 mol of ozone had been introduced into the solution. The hydrogenation solution obtained as in Example 1 contained dodecanedial and its acetals. Cyclododecane formed was extracted from the acetic acid solution using petroleum ether prior to the oxidation. Reactants: C(C)(C)(C)O[C@H](C(=O)OCC)C1=C(C2=C(N=C(S2)C2=CC(=NC=C2C)Cl)C=C1C)C1=CC=C(C=C1)Cl ((S)-ethyl 2-(tert-butoxy)-2-(2-(2-chloro-5-methylpyridin-4-yl)-7-(4-chlorophenyl)-5-methylbenzo[d]thiazol-6-yl)acetate), CN1N=CC2=CC(=CC=C12)B(O)O ((1-methyl-1H-indazol-5-yl)boronic acid), C(=O)([O-])[O-].[K+].[K+] (K2CO3). The reagents and catalysts are C=1C=CC(=CC1)[P](C=2C=CC=CC2)(C=3C=CC=CC3)[Pd]([P](C=4C=CC=CC4)(C=5C=CC=CC5)C=6C=CC=CC6)([P](C=7C=CC=CC7)(C=8C=CC=CC8)C=9C=CC=CC9)[P](C=1C=CC=CC1)(C=1C=CC=CC1)C=1C=CC=CC1 (Pd(PPh3)4). Solvent: CCOC(=O)C (EtOAc). Conditions: temperature 120 celsius. Product: C(C)(C)(C)O[C@H](C(=O)OCC)C1=C(C2=C(N=C(S2)C2=CC(=NC=C2C)C=2C=C3C=NN(C3=CC2)C)C=C1C)C1=CC=C(C=C1)Cl ((S)-ethyl 2-(tert-butoxy)-2-(7-(4-chlorophenyl)-5-methyl-2-(5-methyl-2-(1-methyl-1H-indazol-5-yl)pyridin-4-yl)benzo[d]thiazol-6-yl)acetate). As a reaction SMILES: [C:1]([O:5][C@@H:6]([C:12]1[C:28]([CH3:29])=[CH:27][C:15]2[N:16]=[C:17]([C:19]3[C:24]([CH3:25])=[CH:23][N:22]=[C:21](Cl)[CH:20]=3)[S:18][C:14]=2[C:13]=1[C:30]1[CH:35]=[CH:34][C:33]([Cl:36])=[CH:32][CH:31]=1)[C:7]([O:9][CH2:10][CH3:11])=[O:8])([CH3:4])([CH3:3])[CH3:2].[CH3:37][N:38]1[C:46]2[C:41](=[CH:42][C:43](B(O)O)=[CH:44][CH:45]=2)[CH:40]=[N:39]1.C([O-])([O-])=O.[K+].[K+]>CCOC(C)=O.C1C=CC([P]([Pd]([P](C2C=CC=CC=2)(C2C=CC=CC=2)C2C=CC=CC=2)([P](C2C=CC=CC=2)(C2C=CC=CC=2)C2C=CC=CC=2)[P](C2C=CC=CC=2)(C2C=CC=CC=2)C2C=CC=CC=2)(C2C=CC=CC=2)C2C=CC=CC=2)=CC=1>[C:1]([O:5][C@@H:6]([C:12]1[C:28]([CH3:29])=[CH:27][C:15]2[N:16]=[C:17]([C:19]3[C:24]([CH3:25])=[CH:23][N:22]=[C:21]([C:43]4[CH:42]=[C:41]5[C:46](=[CH:45][CH:44]=4)[N:38]([CH3:37])[N:39]=[CH:40]5)[CH:20]=3)[S:18][C:14]=2[C:13]=1[C:30]1[CH:35]=[CH:34][C:33]([Cl:36])=[CH:32][CH:31]=1)[C:7]([O:9][CH2:10][CH3:11])=[O:8])([CH3:3])([CH3:4])[CH3:2] |f:2.3.4,^1:65,67,86,105|. Procedure: A microwave vial containing (S)-ethyl 2-(tert-butoxy)-2-(2-(2-chloro-5-methylpyridin-4-yl)-7-(4-chlorophenyl)-5-methylbenzo[d]thiazol-6-yl)acetate (68 mg, 0.13 mmol) was charged with (1-methyl-1H-indazol-5-yl)boronic acid (44 mg, 0.25 mmol), then Pd(PPh3)4 (24 mg, 0.02 mmol). The vial was flushed with argon, diluted with dioxane (2.0 mL) and to this was added 2M aqueous K2CO3 (0.20 mL, 0.40 mmol). The vial was sealed, heated to 120° C. for 3 hours, and then allowed to cool to room temperature. T...